Dataset: the Open Reaction Database (ORD), a public repository of structured organic reaction records. Task: describe an organic reaction: reactants, conditions, products, and yield Starting materials: CN(C)C=O, O=C(Cl)C(=O)Cl, O=C(O)c1c(Cl)cccc1[N+](=O)[O-], ClCCl. Product: COC(=O)c1c(Cl)cccc1[N+](=O)[O-]. As a reaction SMILES: [CH3:20][N:21]([CH3:22])[CH:23]=[O:24].[Cl:14][C:15]([C:16]([Cl:17])=[O:18])=[O:19].[Cl:1][c:2]1[c:3]([C:4](=[O:5])[OH:6])[c:7]([N+:11](=[O:12])[O-:13])[cH:8][cH:9][cH:10]1.[Cl:25][CH2:26][Cl:27]>>[Cl:1][c:2]1[c:3]([C:4](=[O:5])[O:6][CH3:15])[c:7]([N+:11](=[O:12])[O-:13])[cH:8][cH:9][cH:10]1. The reactants are O (water), BrC1=CC=C2C(=C(C=NC2=C1)[N+](=O)[O-])NCCCCCO (5-(7-bromo-3-nitroquinolin-4-ylamino)pentan-1-ol), C([O-])(O)=O.[Na+] (sodium bicarbonate), S(=O)(Cl)Cl (thionyl chloride). Solvent: ClCCl (dichloromethane). Run at temperature 0 celsius, time 5 minute. Yields the product BrC1=CC=C2C(=C(C=NC2=C1)[N+](=O)[O-])NCCCCCCl ((7-bromo-3-nitroquinolin-4-yl)-(5-chloropentyl)amine). As a reaction SMILES: [Br:1][C:2]1[CH:11]=[C:10]2[C:5]([C:6]([NH:15][CH2:16][CH2:17][CH2:18][CH2:19][CH2:20]O)=[C:7]([N+:12]([O-:14])=[O:13])[CH:8]=[N:9]2)=[CH:4][CH:3]=1.S(Cl)([Cl:24])=O.C(=O)(O)[O-].[Na+].O>ClCCl>[Br:1][C:2]1[CH:11]=[C:10]2[C:5]([C:6]([NH:15][CH2:16][CH2:17][CH2:18][CH2:19][CH2:20][Cl:24])=[C:7]([N+:12]([O-:14])=[O:13])[CH:8]=[N:9]2)=[CH:4][CH:3]=1 |f:2.3|. Procedure: A suspension of 5-(7-bromo-3-nitroquinolin-4-ylamino)pentan-1-ol (0.92 g, 2.6 mmol) in dichloromethane (13 mL) was cooled to 0° C.; thionyl chloride was added dropwise. The reaction was stirred for five minutes at 0° C. then allowed to warm to ambient temperature and stirred overnight. Saturated aqueous sodium bicarbonate (25 mL) was slowly added followed by water (25 mL). The aqueous layer was separated and extracted with dichloromethane (3×50 mL), and the combined organic fractions were dried ... Starting materials: C1(=CC=CC=C1)C#C (phenylacetylene), BrC1=CC(=C(C=C1)O)I (4-bromo-2-iodophenol). Product: BrC1=CC2=C(OC(=C2)C2=CC=CC=C2)C=C1 (5-Bromo-2-phenyl-benzo[b]furan). Reaction SMILES: [C:1]1([C:7]#[CH:8])[CH:6]=[CH:5][CH:4]=[CH:3][CH:2]=1.[Br:9][C:10]1[CH:15]=[CH:14][C:13]([OH:16])=[C:12](I)[CH:11]=1>>[Br:9][C:10]1[CH:15]=[CH:14][C:13]2[O:16][C:7]([C:1]3[CH:6]=[CH:5][CH:4]=[CH:3][CH:2]=3)=[CH:8][C:12]=2[CH:11]=1. Procedure: The general procedure was used to convert phenylacetylene and 4-bromo-2-iodophenol to the title product. Purification by flash chromatography (20% CH2Cl2 in hexanes as the eluent) gave the analytically pure product as a white solid (468 mg, 86% yield). 1H NMR (300 MHz, CDCl3) δ 7.82 (d, J=6.97, 2H), 7.69-7.67 (m, 1H), 7.46-7.35 (m, 5H), 6.91 (s, 1H). 13C NMR (75 MHz, CDCl3) δ 157.18, 153.56, 131.17, 129.85, 128.97, 128.82, 127.04, 125.02, 123.43, 115.95, 112.56, 100.58. Anal. Calcd. for C14H9BrO... Run in CO (methanol). Product: CC1=CCC2=C(C=CC(=C12)C)C (3,4,7-Trimethylindene). Run at time 18 hour. Reported procedure: A mixture of 12 g (150 mmol) of methylcyclopentadiene and 17.1 g (150 mmol) of 2,5-hexanedione was added dropwise to a solution of 8.6 g (975 mmol) of sodium in 200 ml of methanol at 0° C. in the course of 1 hour. After stirring at room temperature for 18 hours, the dark red mixture was poured onto ice-water and extracted with ether. After the extract had been dried over sodium sulfate, the solvent was stripped off and the oil which remained was chromatographed on 600 g of silica gel 60. Using h... Reactants: CC1=CC=CC1 (methylcyclopentadiene), CC(CCC(C)=O)=O (2,5-hexanedione), [Na] (sodium). As a reaction SMILES: [CH3:1][C:2]1[CH2:6][CH:5]=[CH:4][CH:3]=1.[CH3:7][C:8](=O)[CH2:9][CH2:10][C:11](=O)[CH3:12].[Na]>CO>[CH3:1][C:2]1[C:6]2[C:5](=[C:8]([CH3:7])[CH:9]=[CH:10][C:11]=2[CH3:12])[CH2:4][CH:3]=1 |^1:14|. Reactants: C1(CC1)CN1N=C(C=C(C1=O)COS(=O)(=O)C)C=1C=CC2=C(CCO2)C1 (2-cyclopropylmethyl-6-(2,3-dihydro-1-benzofuran-5-yl)-4-methanesulfonyloxymethyl-2H-pyridazin-3-one), FC1=CC=C(CN2N=C(C=C(C2=O)CO)C=2C=CC3=C(CCO3)C2)C=C1 (2-(4-fluorobenzyl)-6-(2,3-dihydro-1-benzofuran-5-yl)-4-hydroxymethyl-2H-pyridazin-3-one). Yield: 78.6%. Yields the product FC1=CC=C(CN2N=C(C=C(C2=O)COS(=O)(=O)C)C=2C=CC3=C(CCO3)C2)C=C1 (2-(4-fluorobenzyl)-6-(2,3-dihydro-1-benzofuran-5-yl)-4-methanesulfonyloxymethyl-2H-pyridazin-3-one). As a reaction SMILES: [CH:1]1([CH2:4][N:5]2[C:10](=[O:11])[C:9]([CH2:12][O:13][S:14]([CH3:17])(=[O:16])=[O:15])=[CH:8][C:7]([C:18]3[CH:19]=[CH:20][C:21]4[O:25][CH2:24][CH2:23][C:22]=4[CH:26]=3)=[N:6]2)[CH2:3][CH2:2]1.[F:27][C:28]1C=CC(CN2C(=O)C(CO)=CC(C3C=CC4OCCC=4C=3)=N2)=[CH:30][CH:29]=1>>[F:27][C:28]1[CH:3]=[CH:2][C:1]([CH2:4][N:5]2[C:10](=[O:11])[C:9]([CH2:12][O:13][S:14]([CH3:17])(=[O:16])=[O:15])=[CH:8][C:7]([C:18]3[CH:19]=[CH:20][C:21]4[O:25][CH2:24][CH2:23][C:22]=4[CH:26]=3)=[N:6]2)=[CH:30][CH:29]=1. Reported procedure: The general procedure of Example 1 (5) was carried out by use of 2-(4-fluorobenzyl)-6-(2,3-dihydro-1-benzofuran-5-yl)-4-hydroxymethyl-2H-pyridazin-3-one, to thereby yield the title compound as a yellow oil (yield: 78.6%). Reactants: C(C=C)[C@H]1C(N[C@@H]([C@H](C1)C1=CC(=CC=C1)Cl)C1=CC=C(C=C1)Cl)=O ((3R,5R,6S)-3-allyl-5-(3-chlorophenyl)-6-(4-chlorophenyl)piperidin-2-one), [H-].[Na+] (sodium hydride), oil, BrC(C(=O)OC)CC (methyl 2-bromobutanoate). Run in CN(C)C=O (DMF). Reaction conditions: temperature 0 celsius, time 30 minute. Yields the product C(C=C)[C@H]1C(N([C@@H]([C@H](C1)C1=CC(=CC=C1)Cl)C1=CC=C(C=C1)Cl)[C@H](C(=O)OC)CC)=O ((S)-Methyl 2-((3R,5R,6S)-3-allyl-5-(3-chlorophenyl)-6-(4-chlorophenyl)-2-oxopiperidin-1-yl)butanoate). Reaction SMILES: [CH2:1]([C@@H:4]1[CH2:9][C@H:8]([C:10]2[CH:15]=[CH:14][CH:13]=[C:12]([Cl:16])[CH:11]=2)[C@@H:7]([C:17]2[CH:22]=[CH:21][C:20]([Cl:23])=[CH:19][CH:18]=2)[NH:6][C:5]1=[O:24])[CH:2]=[CH2:3].[H-].[Na+].Br[CH:28]([CH2:33][CH3:34])[C:29]([O:31][CH3:32])=[O:30]>CN(C=O)C>[CH2:1]([C@@H:4]1[CH2:9][C@H:8]([C:10]2[CH:15]=[CH:14][CH:13]=[C:12]([Cl:16])[CH:11]=2)[C@@H:7]([C:17]2[CH:22]=[CH:21][C:20]([Cl:23])=[CH:19][CH:18]=2)[N:6]([C@@H:28]([CH2:33][CH3:34])[C:29]([O:31][CH3:32])=[O:30])[C:5]1=[O:24])[CH:2]=[CH2:3] |f:1.2|. Procedure: To a solution of 1.3 g (3.61 mmol) of(3R,5R,6S)-3-allyl-5-(3-chlorophenyl)-6-(4-chlorophenyl)piperidin-2-one (Example 42, Step A) in DMF (14.43 mL) at 0° C. was added a dispersion of 60% sodium hydride in mineral oil (0.361 g, 9.02 mmol). The grey slurry was stirred at 0° C. for 30 minutes. Then methyl 2-bromobutanoate (1.246 mL, 10.83 mmol) was added. The mixture was warmed to room temperature and stirred at room temperature for 1 h. The mixture was quenched with sat. NH4Cl. The mixture was ext...